Dataset: the Open Reaction Database (ORD), a public repository of structured organic reaction records. Task: describe an organic reaction: reactants, conditions, products, and yield Reactants: O=C1N(C2=CC=CC=C2N=C1)CCN1CCC(CC1)NCC(=O)NC1=NC=CC=C1 (N2-(1-(2-(2-oxoquinoxalin-1(2H)-yl)ethyl)piperidin-4-yl)-N-(pyridin-2-yl)glycinamide), Cl.C(C)(=O)OCC (hydrogen chloride ethyl acetate). Solvent: C(C)(=O)OCC (ethyl acetate), C(C)(=O)OCC (ethyl acetate). Conditions: time 10 minute. Product: Cl.O=C1N(C2=CC=CC=C2N=C1)CCN1CCC(CC1)NCC(=O)NC1=NC=CC=C1 (N2-(1-(2-(2-oxoquinoxalin-1(2H)-yl)ethyl)piperidin-4-yl)-N-(pyridin-2-yl)glycinamide hydrochloride). RXN SMILES: [O:1]=[C:2]1[CH:11]=[N:10][C:9]2[C:4](=[CH:5][CH:6]=[CH:7][CH:8]=2)[N:3]1[CH2:12][CH2:13][N:14]1[CH2:19][CH2:18][CH:17]([NH:20][CH2:21][C:22]([NH:24][C:25]2[CH:30]=[CH:29][CH:28]=[CH:27][N:26]=2)=[O:23])[CH2:16][CH2:15]1.[ClH:31].C(OCC)(=O)C>C(OCC)(=O)C>[ClH:31].[O:1]=[C:2]1[CH:11]=[N:10][C:9]2[C:4](=[CH:5][CH:6]=[CH:7][CH:8]=2)[N:3]1[CH2:12][CH2:13][N:14]1[CH2:19][CH2:18][CH:17]([NH:20][CH2:21][C:22]([NH:24][C:25]2[CH:30]=[CH:29][CH:28]=[CH:27][N:26]=2)=[O:23])[CH2:16][CH2:15]1 |f:1.2,4.5|. Procedure details: To 5 mL of an ethyl acetate solution containing 0.19 g of N2-(1-(2-(2-oxoquinoxalin-1(2H)-yl)ethyl)piperidin-4-yl)-N-(pyridin-2-yl)glycinamide, 5 mL of 4.0 mol/L hydrogen chloride/ethyl acetate was added at room temperature. The mixture was stirred at the same temperature for 10 min, and the solvent was removed under reduced pressure. To the residue thus obtained, ethyl acetate was added and the resulting solid was filtered to afford 0.19 g of N2-(1-(2-(2-oxoquinoxalin-1(2H)-yl)ethyl)piperidin-4... Reactants: C(#N)C1=CC=C(C=O)C=C1 (4-cyanobenzaldehyde), C(C)OP(=O)(OCC)CC(=O)OC(C)(C)C (Tert-butyl diethylphosphonoacetate), [H-].[Na+] (NaH). The solvent is CC(C)(C)OC (MTBE), [NH4+].[Cl-] (NH4Cl), C1CCOC1 (THF), C1CCOC1 (THF), C1CCOC1 (THF). Conditions: time 30 minute. Product: C(#N)C1=CC=C(C=C1)/C=C/C(=O)OC(C)(C)C ((E)-tert-butyl 3-(4-cyanophenyl)acrylate). Isolated yield 101.3%. RXN SMILES: [H-].[Na+].C(OP([CH2:11][C:12]([O:14][C:15]([CH3:18])([CH3:17])[CH3:16])=[O:13])(OCC)=O)C.[C:19]([C:21]1[CH:28]=[CH:27][C:24]([CH:25]=O)=[CH:23][CH:22]=1)#[N:20]>C1COCC1.CC(OC)(C)C.[NH4+].[Cl-]>[C:19]([C:21]1[CH:28]=[CH:27][C:24](/[CH:25]=[CH:11]/[C:12]([O:14][C:15]([CH3:16])([CH3:17])[CH3:18])=[O:13])=[CH:23][CH:22]=1)#[N:20] |f:0.1,6.7|. Reported procedure: A flame dried three-neck round-bottom flask equipped with a magnetic stirring bar, a thermometer, an addition funnel and a nitrogen inlet was charged with NaH (3.96 g, 94.7 mmol) and anhydrous THF (120 mL). Tert-butyl diethylphosphonoacetate (23.2 mL, 94.7 mmol) dissolved in anhydrous THF (20 mL) was added dropwise via the addition funnel over a period of 30 min. After the completion of addition, the reaction mixture was stirred at rt for another 30 min. A solution of 4-cyanobenzaldehyde (11.3 g... Starting materials: COC(=O)N1CCc2cc(N3CC(CNC(C)=O)OC3=O)ccc2C1, C1CCOC1, COc1ccc(P2(=S)SP(=S)(c3ccc(OC)cc3)S2)cc1. The product is COC(=O)N1CCc2cc(N3CC(CNC(C)=S)OC3=O)ccc2C1. Reaction SMILES: [C:1]([CH3:2])(=[O:3])[NH:4][CH2:5][CH:6]1[CH2:7][N:8]([c:12]2[cH:13][c:14]3[c:19]([cH:20][cH:21]2)[CH2:18][N:17]([C:22](=[O:23])[O:24][CH3:25])[CH2:16][CH2:15]3)[C:9](=[O:11])[O:10]1.[CH2:48]1[O:49][CH2:50][CH2:51][CH2:52]1.[CH3:26][O:27][c:28]1[cH:29][cH:30][c:31]([P:32]2(=[S:35])[S:33][P:34]([c:36]3[cH:37][cH:38][c:39]([O:40][CH3:41])[cH:42][cH:43]3)(=[S:44])[S:45]2)[cH:46][cH:47]1>>[C:1]([CH3:2])([NH:4][CH2:5][CH:6]1[CH2:7][N:8]([c:12]2[cH:13][c:14]3[c:19]([cH:20][cH:21]2)[CH2:18][N:17]([C:22](=[O:23])[O:24][CH3:25])[CH2:16][CH2:15]3)[C:9](=[O:11])[O:10]1)=[S:35].